This data is from the Open Reaction Database (ORD), a public repository of structured organic reaction records. The task is: describe an organic reaction: reactants, conditions, products, and yield The reactants are N1=C(C=CC=C1)N1C(OC(C1)COC1=CC=C(C=C1)[N+](=O)[O-])=O (4-[3-(2-pyridyl)-2-oxooxazolidin-5-yl]methoxynitrobenzene), [H][H] (hydrogen). Reagents/catalysts: [C].[Pd] (palladium carbon). The solvent is O1CCOCC1 (1,4-dioxane), CN(C=O)C (N,N-dimethylformamide). Product: N1=C(C=CC=C1)N1C(OC(C1)COC1=CC=C(N)C=C1)=O (4-[3-(2-pyridyl)-2-oxooxazolidin-5-yl]methoxyaniline). Yield: 81.2%. Reaction SMILES: [N:1]1[CH:6]=[CH:5][CH:4]=[CH:3][C:2]=1[N:7]1[CH2:11][CH:10]([CH2:12][O:13][C:14]2[CH:19]=[CH:18][C:17]([N+:20]([O-])=O)=[CH:16][CH:15]=2)[O:9][C:8]1=[O:23].[H][H]>O1CCOCC1.CN(C)C=O.[C].[Pd]>[N:1]1[CH:6]=[CH:5][CH:4]=[CH:3][C:2]=1[N:7]1[CH2:11][CH:10]([CH2:12][O:13][C:14]2[CH:15]=[CH:16][C:17]([NH2:20])=[CH:18][CH:19]=2)[O:9][C:8]1=[O:23] |f:4.5|. Reported procedure: A 0.47 g quantity of 10% palladium carbon was added to a solution of 4.64 g of 4-[3-(2-pyridyl)-2-oxooxazolidin-5-yl]methoxynitrobenzene in 50 ml of 1,4-dioxane and 150 ml of N,N-dimethylformamide. The mixture was stirred at room temperature for 2.5 hours in a stream of hydrogen under 5 atmospheric pressure. The reaction mixture was filtered, and the filtrate was concentrated under reduced pressure. Methanol was added to the obtained residue to collect the crystals by filtration. Thus, 3.41 g of... The reactants are N12[Si]34N5[Si]16N3[Si]25N46 (silicon nitride), O=C(O)[C@@H](N)CC1=CC=C(O)C(O)=C1 (DOPA), K2SO4, C1(=CC=CC=C1)C (toluene), P(=O)([O-])([O-])[O-].[Na+].[Na+].[Na+] (sodium phosphate), amines, S(O)(O)(=O)=O (sulfuric acid), OO (H2O2), O=O (O2), NCCC[Si](OC)(OC)OC (3-aminopropyltrimethoxysilane). The solvent is C(Cl)(Cl)Cl (chloroform), C(Cl)(Cl)Cl (chloroform). The product is amine, C(=O)(OC(C)(C)C)N[C@H](C(=O)O)CC1=CC=C(O)C(O)=C1 (Boc-DOPA). Reaction SMILES: N12[Si]34N5[Si]61N3[Si]25N64.[O:8]=O.S(=O)(=O)(O)O.OO.NCCC[Si]([O:26][CH3:27])(OC)OC.P([O-])([O-])([O-])=O.[Na+].[Na+].[Na+].[O:36]=[C:37]([C@H:39]([CH2:41][C:42]1[CH:49]=[C:47]([OH:48])[C:45]([OH:46])=[CH:44][CH:43]=1)[NH2:40])[OH:38].[C:50]1([CH3:56])[CH:55]=CC=C[CH:51]=1>C(Cl)(Cl)Cl>[C:27]([NH:40][C@@H:39]([CH2:41][C:42]1[CH:49]=[C:47]([OH:48])[C:45]([OH:46])=[CH:44][CH:43]=1)[C:37]([OH:38])=[O:36])([O:26][C:50]([CH3:56])([CH3:55])[CH3:51])=[O:8] |f:5.6.7.8|. Reported procedure: Before the surface modification of silicon nitride (Si3N4) tips, cleaning procedures were performed using O2 plasma (name of a machine) for 3 min and subsequently they were transferred to a piranha solution (sulfuric acid:H2O2=8:2) for 30 min. They moved to 20% (v/v) 3-aminopropyltrimethoxysilane in toluene to be functionalized with amines for 30 to 60 min after rinsing with H2O. Two polyethylene glycol (PEG) derivatives were chosen for PEGylation on the AFM tips: mPEG-N-hydroxy succinimide (NHS... Starting materials: C1(CC1)N(S(=O)(=O)C1=CC(=CC=C1)C(F)(F)F)C1CCNCC1 (N-Cyclopropyl-N-piperidin-4-yl-3-trifluoromethyl-benzenesulfonamide), C=1C=CC2=C(C1)N=NN2O (HOBt), CCN=C=NCCCN(C)C (EDCI), OC1=NC=C(C(=O)O)C=C1 (6-hydroxynicotinoic acid). Solvent: CN(C)C=O (DMF). Run at time 10 hour. Yields the product C1(CC1)N(S(=O)(=O)C1=CC(=CC=C1)C(F)(F)F)C1CCN(CC1)C(=O)C1=CNC(C=C1)=O (N-Cyclopropyl-N-[1-(6-oxo-1,6-dihydro-pyridine-3-carbonyl)-piperidin-4-yl]-3-trifluoromethyl-benzenesulfonamide). The yield is 83.1%. As a reaction SMILES: [CH:1]1([N:4]([CH:18]2[CH2:23][CH2:22][NH:21][CH2:20][CH2:19]2)[S:5]([C:8]2[CH:13]=[CH:12][CH:11]=[C:10]([C:14]([F:17])([F:16])[F:15])[CH:9]=2)(=[O:7])=[O:6])[CH2:3][CH2:2]1.C1C=CC2N(O)N=NC=2C=1.CCN=C=NCCCN(C)C.[OH:45][C:46]1[CH:54]=[CH:53][C:49]([C:50](O)=[O:51])=[CH:48][N:47]=1>CN(C=O)C>[CH:1]1([N:4]([CH:18]2[CH2:23][CH2:22][N:21]([C:50]([C:49]3[CH:53]=[CH:54][C:46](=[O:45])[NH:47][CH:48]=3)=[O:51])[CH2:20][CH2:19]2)[S:5]([C:8]2[CH:13]=[CH:12][CH:11]=[C:10]([C:14]([F:17])([F:15])[F:16])[CH:9]=2)(=[O:6])=[O:7])[CH2:3][CH2:2]1. Reported procedure: N-Cyclopropyl-N-piperidin-4-yl-3-trifluoromethyl-benzenesulfonamide (0.174 g, 0.50 mmol), HOBt (0.068 g, 0.50 mmol), EDCI (0.115 g, 0.60 mmol) and 6-hydroxynicotinoic acid (0.078 g, 0.55 mmol) were dissolved in 5 ml of dry DMF. The mixture allowed to stir at room temperature for 10 hours. The reaction mixture was concentrated and dried under reduced pressure. Then residue was dissolved in EtOAc (30 ml) and the mixture was washed with saturated NaHCO3 (15 ml) and brine (15 ml). The organic layer ...